Dataset: the Open Reaction Database (ORD), a public repository of structured organic reaction records. Task: describe an organic reaction: reactants, conditions, products, and yield Reactants: FC1=C(C=CC=C1)C1=NOC2=C1C=CC(=C2I)OC (3-(2-fluorophenyl)-7-iodo-6-methoxy-1,2-benzisoxazole), B(Br)(Br)Br (BBr3), O (H2O). Run in C(Cl)Cl (CH2Cl2). Yields the product FC1=C(C=CC=C1)C1=NOC2=C1C=CC(=C2I)O (3-(2-fluorophenyl)-6-hydroxy-7-iodo-1,2-benzisoxazole). As a reaction SMILES: [F:1][C:2]1[CH:7]=[CH:6][CH:5]=[CH:4][C:3]=1[C:8]1[C:12]2[CH:13]=[CH:14][C:15]([O:18]C)=[C:16]([I:17])[C:11]=2[O:10][N:9]=1.B(Br)(Br)Br.O>C(Cl)Cl>[F:1][C:2]1[CH:7]=[CH:6][CH:5]=[CH:4][C:3]=1[C:8]1[C:12]2[CH:13]=[CH:14][C:15]([OH:18])=[C:16]([I:17])[C:11]=2[O:10][N:9]=1. Procedure details: 3-(2-fluorophenyl)-7-iodo-6-methoxy-1,2-benzisoxazole (8.2 g) is refluxed 18 hours in 130 ml of CH2Cl2 containing 6.6 ml of BBr3. The reaction mixture is poured into H2O and extracted into ether. Drying and evaporation gives a crystalline product that is triturated well with hexane to yield 3-(2-fluorophenyl)-6-hydroxy-7-iodo-1,2-benzisoxazole, mp 212°-214° C.